The task is: describe an organic reaction: reactants, conditions, products, and yield. This data is from the Open Reaction Database (ORD), a public repository of structured organic reaction records. Yields the product Cc1cc(Br)cc(C)c1NC(=O)c1ccc(C#N)c([N+](=O)[O-])c1. Reaction SMILES: [Br:1][c:2]1[cH:3][c:4]([CH3:22])[c:5]([NH:9][C:10]([c:11]2[cH:12][c:13]([N+:18](=[O:19])[O-:20])[c:14]([F:17])[cH:15][cH:16]2)=[O:21])[c:6]([CH3:8])[cH:7]1.[CH3:27][CH2:28][O:29][C:30](=[O:31])[CH3:32].[CH3:33][N:34]([CH3:35])[CH:36]=[O:37].[Na:23][C:24]#[N:25].[OH2:26]>>[Br:1][c:2]1[cH:3][c:4]([CH3:22])[c:5]([NH:9][C:10]([c:11]2[cH:12][c:13]([N+:18](=[O:19])[O-:20])[c:14]([C:24]#[N:25])[cH:15][cH:16]2)=[O:21])[c:6]([CH3:8])[cH:7]1. Reactants: Cc1cc(Br)cc(C)c1NC(=O)c1ccc(F)c([N+](=O)[O-])c1, CCOC(C)=O, CN(C)C=O, N#C[Na], O. The reactants are C(C)C1=C(N)C(=CC=C1)CC (2,6-diethylaniline), BrC(C(=O)Br)C (2-bromopropionyl bromide), desired intermediate. Product: BrC(C(=O)NC1=C(C=CC=C1CC)CC)C (2-bromo-2',6'-diethylpropionanilide). Isolated yield 80.0%. As a reaction SMILES: [CH2:1]([C:3]1[CH:9]=[CH:8][CH:7]=[C:6]([CH2:10][CH3:11])[C:4]=1[NH2:5])[CH3:2].[Br:12][CH:13]([CH3:17])[C:14](Br)=[O:15]>>[Br:12][CH:13]([CH3:17])[C:14]([NH:5][C:4]1[C:6]([CH2:10][CH3:11])=[CH:7][CH:8]=[CH:9][C:3]=1[CH2:1][CH3:2])=[O:15]. Procedure: Following the procedure described in Example 8A using 2,6-diethylaniline and 2-bromopropionyl bromide the desired intermediate was obtained in 80% yield. Recrystallized from abs. methanol it melted at 197°-199° C. Starting materials: CC12CCCC(CC1)(C2O)C (1,5-dimethyl-8-hydroxy bicyclo[3,2,1]octane), Br (hydrogen bromide). Yields the product CC12CCCC(CC1)(C2Br)C (1,5-dimethyl-8-bromobicyclo[3,2,1]octane). The yield is 85.1%. Reaction SMILES: [CH3:1][C:2]12[CH:9](O)[C:6]([CH3:11])([CH2:7][CH2:8]1)[CH2:5][CH2:4][CH2:3]2.[BrH:12]>>[CH3:1][C:2]12[CH:9]([Br:12])[C:6]([CH3:11])([CH2:7][CH2:8]1)[CH2:5][CH2:4][CH2:3]2. Procedure: 1,5-dimethyl-8-hydroxy bicyclo[3,2,1]octane (13.6 g (0.1 mol)) was boiled with 50 ml 48% hydrogen bromide for 4 hours under stirring in the presence of 1 g AMBERLYST A15 ion-exchange resin. The reaction product was extracted after cooling with pentane. The pentane layer was washed with water and a diluted sodium bicarbonate solution. After drying over anhydrous sodium sulfate and boiling down pentane the residue was subjected to fractional distillation under reduced pressure. 18.5 g 1,5-dimethyl... The reactants are CC(Oc1ccc(C(C)(C)C)cc1C(C)(C)C)C(=O)O, ClCCl, CN(C)C=O, O=C(Cl)C(=O)Cl. The product is CC(Oc1ccc(C(C)(C)C)cc1C(C)(C)C)C(=O)Cl. As a reaction SMILES: [C:1]([CH3:2])([CH3:3])([CH3:4])[c:5]1[c:6]([O:15][CH:16]([C:17](=[O:18])[OH:19])[CH3:20])[cH:7][cH:8][c:9]([C:11]([CH3:12])([CH3:13])[CH3:14])[cH:10]1.[CH2:32]([Cl:33])[Cl:34].[CH3:21][N:22]([CH3:23])[CH:24]=[O:25].[Cl:26][C:27]([C:28]([Cl:29])=[O:30])=[O:31]>>[C:1]([CH3:2])([CH3:3])([CH3:4])[c:5]1[c:6]([O:15][CH:16]([C:17](=[O:18])[Cl:26])[CH3:20])[cH:7][cH:8][c:9]([C:11]([CH3:12])([CH3:13])[CH3:14])[cH:10]1. Reactants: BrC1=C(C=O)C=CC=C1 (2-bromobenzaldehyde), C1(CC1)N (cyclopropylamine). Product: BrC1=C(CNC2CC2)C=CC=C1 ((2-Bromobenzyl)cyclopropylamine). RXN SMILES: [Br:1][C:2]1[CH:9]=[CH:8][CH:7]=[CH:6][C:3]=1[CH:4]=O.[CH:10]1([NH2:13])[CH2:12][CH2:11]1>>[Br:1][C:2]1[CH:9]=[CH:8][CH:7]=[CH:6][C:3]=1[CH2:4][NH:13][CH:10]1[CH2:12][CH2:11]1. Reported procedure: Synthesized according to typical procedure J from 2-bromobenzaldehyde and cyclopropylamine. Reactants: CCCCCCCCCCCC#Cc1ccccc1C=C(P(=O)(OCC)OCC)P(=O)(OCC)OCC, CCO, [H][H], [Pb], [Pd], c1ccc2ncccc2c1. Product: CCCCCCCCCCCC=Cc1ccccc1C=C(P(=O)(OCC)OCC)P(=O)(OCC)OCC. RXN SMILES: [C:1](#[C:2][CH2:3][CH2:4][CH2:5][CH2:6][CH2:7][CH2:8][CH2:9][CH2:10][CH2:11][CH2:12][CH3:13])[c:14]1[c:15]([CH:20]=[C:21]([P:22]([O:23][CH2:24][CH3:25])([O:26][CH2:27][CH3:28])=[O:29])[P:30]([O:31][CH2:32][CH3:33])([O:34][CH2:35][CH3:36])=[O:37])[cH:16][cH:17][cH:18][cH:19]1.[CH3:51][CH2:52][OH:53].[H:49][H:50].[Pb:48].[Pd:54].[cH:38]1[cH:39][c:40]2[c:41]([n:42][cH:43][cH:44][cH:45]2)[cH:46][cH:47]1>>[CH:1](=[CH:2][CH2:3][CH2:4][CH2:5][CH2:6][CH2:7][CH2:8][CH2:9][CH2:10][CH2:11][CH2:12][CH3:13])[c:14]1[c:15]([CH:20]=[C:21]([P:22]([O:23][CH2:24][CH3:25])([O:26][CH2:27][CH3:28])=[O:29])[P:30]([O:31][CH2:32][CH3:33])([O:34][CH2:35][CH3:36])=[O:37])[cH:16][cH:17][cH:18][cH:19]1. Reactants: C(C)(C)(C)OC(C1=CC=C(C=C1)CCCCCCCCCCC(=O)ON1C(CCC1=O)=O)=O (4-[10-(2,5-Dioxopyrrolidin-1-yloxycarbonyl)decyl]benzoic acid tert-butyl ester), NCCCC(=O)O (4-amino butyric acid). Solvent: CN(C)C=O (DMF). Reaction conditions: time 16 hour. Yields the product C(C)(C)(C)OC(C1=CC=C(C=C1)CCCCCCCCCCC(NCCCC(=O)O)=O)=O (4-[10-(3-Carboxy-propylcarbamoyl)decyl]benzoic acid tert-butyl ester). Yield: 75.6%. RXN SMILES: [C:1]([O:5][C:6](=[O:33])[C:7]1[CH:12]=[CH:11][C:10]([CH2:13][CH2:14][CH2:15][CH2:16][CH2:17][CH2:18][CH2:19][CH2:20][CH2:21][CH2:22][C:23]([O:25]N2C(=O)CCC2=O)=O)=[CH:9][CH:8]=1)([CH3:4])([CH3:3])[CH3:2].[NH2:34][CH2:35][CH2:36][CH2:37][C:38]([OH:40])=[O:39]>CN(C=O)C>[C:1]([O:5][C:6](=[O:33])[C:7]1[CH:8]=[CH:9][C:10]([CH2:13][CH2:14][CH2:15][CH2:16][CH2:17][CH2:18][CH2:19][CH2:20][CH2:21][CH2:22][C:23](=[O:25])[NH:34][CH2:35][CH2:36][CH2:37][C:38]([OH:40])=[O:39])=[CH:11][CH:12]=1)([CH3:2])([CH3:3])[CH3:4]. Reported procedure: 4-[10-(2,5-Dioxopyrrolidin-1-yloxycarbonyl)decyl]benzoic acid tert-butyl ester (300 mg, 0.65 mmol) was dissolved in DMF (3 ml) and 4-amino butyric acid (67 mg, 0.65 mmol). The mixture was stirred for 16 h under nitrogen. The solvent was removed under vacuum and AcOEt (35 ml) was added. The solution was washed with 0.2 N HCl and water (15 ml each). Sat. NaHCO3 was added (not intended) to the organic phase. DCM (50 ml) was added. Some of the organic phase was removed and DCM (100 ml) was added to ... Yields the product Cc1cc(-c2ccc(C#N)n2C)ccc1NC#N. As a reaction SMILES: [Br:1][c:2]1[cH:3][c:4]([CH3:11])[c:5]([NH:8][C:9]#[N:10])[cH:6][cH:7]1.[CH2:25]1[O:26][CH2:27][CH2:28][CH2:29]1.[CH2:30]([O:31][C:32](=[O:33])[CH3:34])[CH3:35].[CH3:12][n:13]1[c:14]([B:20]([OH:21])[OH:22])[cH:15][cH:16][c:17]1[C:18]#[N:19].[CH3:36][CH2:37][CH2:38][CH2:39][CH2:40][CH3:41].[F-:23].[K+:24].[O:44]=[C:45]([CH:46]=[CH:47][c:48]1[cH:49][cH:50][cH:51][cH:52][cH:53]1)[CH:54]=[CH:55][c:56]1[cH:57][cH:58][cH:59][cH:60][cH:61]1.[O:62]=[C:63]([CH:64]=[CH:65][c:66]1[cH:67][cH:68][cH:69][cH:70][cH:71]1)[CH:72]=[CH:73][c:74]1[cH:75][cH:76][cH:77][cH:78][cH:79]1.[O:80]=[C:81]([CH:82]=[CH:83][c:84]1[cH:85][cH:86][cH:87][cH:88][cH:89]1)[CH:90]=[CH:91][c:92]1[cH:93][cH:94][cH:95][cH:96][cH:97]1.[Pd:42].[Pd:43]>>[c:2]1(-[c:14]2[n:13]([CH3:12])[c:17]([C:18]#[N:19])[cH:16][cH:15]2)[cH:3][c:4]([CH3:11])[c:5]([NH:8][C:9]#[N:10])[cH:6][cH:7]1. Reactants: Cc1cc(Br)ccc1NC#N, C1CCOC1, CCOC(C)=O, Cn1c(C#N)ccc1B(O)O, CCCCCC, [F-], [K+], O=C(C=Cc1ccccc1)C=Cc1ccccc1, O=C(C=Cc1ccccc1)C=Cc1ccccc1, O=C(C=Cc1ccccc1)C=Cc1ccccc1, [Pd], [Pd]. Starting materials: FC1=CC=C(CN)C=C1 (4-fluorobenzylamine), ClC=1C2=C(N=C(N1)C=1C=NC=CC1)SC(=C2C)C (4-chloro-2-(pyridin-3-yl)-5,6-dimethyl-thieno-[2,3-d]-pyrimidine). The product is N1=CC(=CC=C1)C=1N=C(C2=C(N1)SC(=C2C)C)NCC2=CC=C(C=C2)F (2-(pyridin-3-yl)-4-(4-fluorobenzylamino)-5,6-dimethyl-thieno-[2,3-d]-pyrimidine). As a reaction SMILES: [F:1][C:2]1[CH:9]=[CH:8][C:5]([CH2:6][NH2:7])=[CH:4][CH:3]=1.Cl[C:11]1[C:12]2[C:25]([CH3:26])=[C:24]([CH3:27])[S:23][C:13]=2[N:14]=[C:15]([C:17]2[CH:18]=[N:19][CH:20]=[CH:21][CH:22]=2)[N:16]=1>>[N:19]1[CH:20]=[CH:21][CH:22]=[C:17]([C:15]2[N:16]=[C:11]([NH:7][CH2:6][C:5]3[CH:8]=[CH:9][C:2]([F:1])=[CH:3][CH:4]=3)[C:12]3[C:25]([CH3:26])=[C:24]([CH3:27])[S:23][C:13]=3[N:14]=2)[CH:18]=1. Procedure: With the procedure of Example 1, the reaction of 4-fluorobenzylamine with 4-chloro-2-(pyridin-3-yl)-5,6-dimethyl-thieno-[2,3-d]-pyrimidine yields 2-(pyridin-3-yl)-4-(4-fluorobenzylamino)-5,6-dimethyl-thieno-[2,3-d]-pyrimidine.